Dataset: the Open Reaction Database (ORD), a public repository of structured organic reaction records. Task: describe an organic reaction: reactants, conditions, products, and yield The reactants are NC=1SC(=C(N1)CCCCC)CC1=CC=C(C=C1)[N+](=O)[O-] (2-amino-5-(4-nitrobenzyl)-4-pentylthiazole). The solvent is C(C)O (ethanol). The product is NC=1SC(=C(N1)CCCCC)CC1=CC=C(C=C1)N (2-amino-5-(4-aminobenzyl)-4-pentylthiazole). Isolated yield 111.2%. Reaction SMILES: [NH2:1][C:2]1[S:3][C:4]([CH2:12][C:13]2[CH:18]=[CH:17][C:16]([N+:19]([O-])=O)=[CH:15][CH:14]=2)=[C:5]([CH2:7][CH2:8][CH2:9][CH2:10][CH3:11])[N:6]=1>C(O)C>[NH2:1][C:2]1[S:3][C:4]([CH2:12][C:13]2[CH:18]=[CH:17][C:16]([NH2:19])=[CH:15][CH:14]=2)=[C:5]([CH2:7][CH2:8][CH2:9][CH2:10][CH3:11])[N:6]=1. Procedure: 3.0 g of 2-amino-5-(4-nitrobenzyl)-4-pentylthiazole (9.8 mmol) in 100 ml of ethanol are hydrogenated according to Example 25 to give 3 g of 2-amino-5-(4-aminobenzyl)-4-pentylthiazole in the form of a brown oil. Starting materials: CCS(=O)(=O)N1CCC(c2c[nH]c3c(C(N)=O)cc(-c4cccc(C=O)c4)cc23)CC1, C1CCNCC1, ClCCl. The product is CCS(=O)(=O)N1CCC(c2c[nH]c3c(C(N)=O)cc(-c4cccc(CN5CCCCC5)c4)cc23)CC1. RXN SMILES: [CH2:1]([CH3:2])[S:3](=[O:4])(=[O:5])[N:6]1[CH2:7][CH2:8][CH:9]([c:12]2[cH:13][nH:14][c:15]3[c:16]([C:29](=[O:30])[NH2:31])[cH:17][c:18](-[c:21]4[cH:22][c:23]([CH:27]=[O:28])[cH:24][cH:25][cH:26]4)[cH:19][c:20]23)[CH2:10][CH2:11]1.[CH2:32]1[CH2:33][CH2:34][NH:35][CH2:36][CH2:37]1.[Cl:38][CH2:39][Cl:40]>>[CH2:1]([CH3:2])[S:3](=[O:4])(=[O:5])[N:6]1[CH2:7][CH2:8][CH:9]([c:12]2[cH:13][nH:14][c:15]3[c:16]([C:29](=[O:30])[NH2:31])[cH:17][c:18](-[c:21]4[cH:22][c:23]([CH2:27][N:35]5[CH2:34][CH2:33][CH2:32][CH2:37][CH2:36]5)[cH:24][cH:25][cH:26]4)[cH:19][c:20]23)[CH2:10][CH2:11]1. Starting materials: O=C(O)C1C[C@H]1c1ccccc1, CNOC. Reagents/catalysts: [B-](F)(F)(F)F.CN(C)C(=[N+](C)C)ON1C=CC=CC1=O (TPTU), CCN(C(C)C)C(C)C (DIPEA). The solvent is CN(C)C=O (DMF), CN(C)C=O (DMF), CN(C)C=O (DMF), CN(C)C=O (DMF), CN(C)C=O (DMF), CN(C)C=O (DMF). Conditions: temperature 25 celsius, time 2 hour. The product is CON(C)C(=O)C1C[C@H]1c1ccccc1. Yield: 45.1%. RXN SMILES: CNOC.O=C(O)C1C[C@H]1c1ccccc1.[B-](F)(F)(F)F.CN(C)C(=[N+](C)C)ON1C=CC=CC1=O.CCN(C(C)C)C(C)C.CN(C)C=O>>CON(C)C(=O)C1C[C@H]1c1ccccc1. Reactants: C(C1=CC=CC=C1)OC(=O)N[C@H](C)C(=O)O (N-benzyloxycarbonyl-D-alanine), C12(CC3CC(CC(C1)C3)C2)N (1-adamantanamine), C1CCC(CC1)N=C=NC2CCCCC2.C=1C=CC2=C(C1)N=NN2O (DCC HOBt). Yields the product C12(CC3CC(CC(C1)C3)C2)NC([C@H](NC(=O)OCC2=CC=CC=C2)C)=O (N-Benzyloxycarbonyl-D-alanine 1-Adamantyl Amide). RXN SMILES: [CH2:1]([O:8][C:9]([NH:11][C@@H:12]([C:14]([OH:16])=O)[CH3:13])=[O:10])[C:2]1[CH:7]=[CH:6][CH:5]=[CH:4][CH:3]=1.[C:17]12([NH2:27])[CH2:26][CH:21]3[CH2:22][CH:23]([CH2:25][CH:19]([CH2:20]3)[CH2:18]1)[CH2:24]2.C1CCC(N=C=NC2CCCCC2)CC1.C1C=CC2N(O)N=NC=2C=1>>[C:17]12([NH:27][C:14](=[O:16])[C@@H:12]([CH3:13])[NH:11][C:9]([O:8][CH2:1][C:2]3[CH:3]=[CH:4][CH:5]=[CH:6][CH:7]=3)=[O:10])[CH2:24][CH:23]3[CH2:22][CH:21]([CH2:20][CH:19]([CH2:25]3)[CH2:18]1)[CH2:26]2 |f:2.3|. Procedure details: The title compound is prepared from N-benzyloxycarbonyl-D-alanine and 1-adamantanamine using the usual DCC-HOBt procedure described above. The reactants are C(C)OC(=O)C12NC(C3CC(CC3C(N(CCCCC=CC2C1)C)=O)OC1=CC(=NC2=CC(=CC=C12)OC)C=1N=C(SC1)NC(C)C)=O (17-[2-(2-Isopropylamino-thiazol-4-yl)-7-methoxy-quinolin-4-yloxy]-13-methyl-2,14-dioxo-3,13-diaza-tricyclo[13.3.0.0*4,6*]octadec-7-ene-4-carboxylic acid ethyl ester), [Li+].[OH-] (LiOH), C1(=CC=CC=C1)C (toluene), C(C)(=O)O (acetic acid). Solvent: C1CCOC1 (THF), CO (methanol), O (water), O (water), C(Cl)(Cl)Cl (chloroform). Run at temperature 60 celsius, time 3.5 hour. Yields the product C(C)(C)NC=1SC=C(N1)C1=NC2=CC(=CC=C2C(=C1)OC1CC2C(N(CCCCC=CC3CC3(NC(C2C1)=O)C(=O)O)C)=O)OC (17-[2-(2-Isopropylamino-thiazol-4-yl)-7-methoxy-quinolin-4-yloxy]-13-methyl-2,14-dioxo-3,13-diaza-tricyclo[13.3.0.0*4,6*]octadec-7-ene-4-carboxylic acid). Yield: 99.6%. Reaction SMILES: C([O:3][C:4]([C:6]12[CH2:23][CH:22]1[CH:21]=[CH:20][CH2:19][CH2:18][CH2:17][CH2:16][N:15]([CH3:24])[C:14](=[O:25])[CH:13]1[CH:9]([CH2:10][CH:11]([O:26][C:27]3[C:36]4[C:31](=[CH:32][C:33]([O:37][CH3:38])=[CH:34][CH:35]=4)[N:30]=[C:29]([C:39]4[N:40]=[C:41]([NH:44][CH:45]([CH3:47])[CH3:46])[S:42][CH:43]=4)[CH:28]=3)[CH2:12]1)[C:8](=[O:48])[NH:7]2)=[O:5])C.[Li+].[OH-].C(O)(=O)C.C1(C)C=CC=CC=1>C1COCC1.CO.O.C(Cl)(Cl)Cl>[CH:45]([NH:44][C:41]1[S:42][CH:43]=[C:39]([C:29]2[CH:28]=[C:27]([O:26][CH:11]3[CH2:10][CH:9]4[CH:13]([C:14](=[O:25])[N:15]([CH3:24])[CH2:16][CH2:17][CH2:18][CH2:19][CH:20]=[CH:21][CH:22]5[C:6]([C:4]([OH:5])=[O:3])([NH:7][C:8]4=[O:48])[CH2:23]5)[CH2:12]3)[C:36]3[C:31](=[CH:32][C:33]([O:37][CH3:38])=[CH:34][CH:35]=3)[N:30]=2)[N:40]=1)([CH3:47])[CH3:46] |f:1.2|. Reported procedure: To the solution of the ester 109 (21 mg, 0.031 mmol) in a mixture of THF (0.2 ml) and methanol (0.3 ml) was added solution of LiOH (4 mg, 0.17 mmol) in 0.15 ml water. The resulting mixture was stirred at 60° C. for 3.5 h. After cooling to room temperature, acetic acid was added (30 eq). The mixture was co-evaporated with toluene. The residue was distributed between chloroform and water, the water phase was extracted with chloroform 3 times, the organic phases were combined, dried over sodium sul... Starting materials: NC(=O)CCc1cnn2c1NCC2, ClC(c1ccccc1)(c1ccccc1)c1ccccc1, c1ccncc1. Yields the product NC(=O)CCc1cnn2c1N(C(c1ccccc1)(c1ccccc1)c1ccccc1)CC2. RXN SMILES: [NH:1]1[CH2:2][CH2:3][n:4]2[n:5][cH:6][c:7]([CH2:9][CH2:10][C:11](=[O:12])[NH2:13])[c:8]21.[c:14]1([C:20]([c:21]2[cH:22][cH:23][cH:24][cH:25][cH:26]2)([c:27]2[cH:28][cH:29][cH:30][cH:31][cH:32]2)[Cl:33])[cH:15][cH:16][cH:17][cH:18][cH:19]1.[cH:34]1[cH:35][cH:36][n:37][cH:38][cH:39]1>>[N:1]1([C:20]([c:14]2[cH:15][cH:16][cH:17][cH:18][cH:19]2)([c:21]2[cH:22][cH:23][cH:24][cH:25][cH:26]2)[c:27]2[cH:28][cH:29][cH:30][cH:31][cH:32]2)[CH2:2][CH2:3][n:4]2[n:5][cH:6][c:7]([CH2:9][CH2:10][C:11](=[O:12])[NH2:13])[c:8]21. Yields the product O=C(N1CCC(F)(F)CC1)N1CC(c2ccc(OC(F)(F)F)cc2)CC(c2nc(-c3cccc(F)c3)no2)C1. RXN SMILES: [ClH:33].[F:1][c:2]1[cH:3][c:4](-[c:8]2[n:9][o:10][c:11]([CH:13]3[CH2:14][N:15]([C:30](=[O:31])[Cl:32])[CH2:16][CH:17]([c:19]4[cH:20][cH:21][c:22]([O:25][C:26]([F:27])([F:28])[F:29])[cH:23][cH:24]4)[CH2:18]3)[n:12]2)[cH:5][cH:6][cH:7]1.[F:34][C:35]1([F:41])[CH2:36][CH2:37][NH:38][CH2:39][CH2:40]1>>[F:1][c:2]1[cH:3][c:4](-[c:8]2[n:9][o:10][c:11]([CH:13]3[CH2:14][N:15]([C:30](=[O:31])[N:38]4[CH2:37][CH2:36][C:35]([F:34])([F:41])[CH2:40][CH2:39]4)[CH2:16][CH:17]([c:19]4[cH:20][cH:21][c:22]([O:25][C:26]([F:27])([F:28])[F:29])[cH:23][cH:24]4)[CH2:18]3)[n:12]2)[cH:5][cH:6][cH:7]1. The reactants are Cl, O=C(Cl)N1CC(c2ccc(OC(F)(F)F)cc2)CC(c2nc(-c3cccc(F)c3)no2)C1, FC1(F)CCNCC1.